describe an organic reaction: reactants, conditions, products, and yield From a dataset of the Open Reaction Database (ORD), a public repository of structured organic reaction records. Reported procedure: To prepare 1-diethylamino-6-(3,5-diethoxyphenyl)-hex-2-yne treat 5-(3,5-diethoxyphenyl)pent-1-yne (ca. 8 g) according to the manipulative procedure described above. The product is CN(CC#CCCCC1=CC(=CC=C1)OC)C (1-Dimethylamino-6-m-methoxyphenylhex-2-yne). Reactants: C(C)N(CC#CCCCC1=CC(=CC(=C1)OCC)OCC)CC (1-diethylamino-6-(3,5-diethoxyphenyl)-hex-2-yne), C(C)OC=1C=C(C=C(C1)OCC)CCCC#C (5-(3,5-diethoxyphenyl)pent-1-yne). As a reaction SMILES: [CH2:1]([N:3]([CH2:22]C)[CH2:4][C:5]#[C:6][CH2:7][CH2:8][CH2:9][C:10]1[CH:15]=[C:14]([O:16][CH2:17]C)[CH:13]=[C:12](OCC)[CH:11]=1)C.C(OC1C=C(CCCC#C)C=C(OCC)C=1)C>>[CH3:22][N:3]([CH3:1])[CH2:4][C:5]#[C:6][CH2:7][CH2:8][CH2:9][C:10]1[CH:11]=[CH:12][CH:13]=[C:14]([O:16][CH3:17])[CH:15]=1. The reactants are [N+](=O)(O)[O-].[N+](=O)([O-])C1=CC=C(C=C1)C(CN)O[N+](=O)[O-] (2-(4-nitrophenyl)-2-nitroxyethylamine nitrate), C[O-].[Na+] (sodium methoxide), C(#N)N=C(OC(C)C)C=1C=NC=CC1 (Isopropyl N-cyano-3-pyridinecarboximidate). Solvent: CO (methanol). Reaction conditions: time 17 hour. The product is C(#N)NC(=NCC(O[N+](=O)[O-])C1=CC=C(C=C1)[N+](=O)[O-])C=1C=NC=CC1 (N-cyano-N'-[2-(4-nitrophenyl)-2-nitroxyethyl]-3-pyridinecarboximidamide). Isolated yield 30.0%. RXN SMILES: [C:1]([N:3]=[C:4]([C:9]1[CH:10]=[N:11][CH:12]=[CH:13][CH:14]=1)OC(C)C)#[N:2].[N+]([O-])(O)=O.[N+:19]([C:22]1[CH:27]=[CH:26][C:25]([CH:28]([O:31][N+:32]([O-:34])=[O:33])[CH2:29][NH2:30])=[CH:24][CH:23]=1)([O-:21])=[O:20].C[O-].[Na+]>CO>[C:1]([NH:3][C:4]([C:9]1[CH:10]=[N:11][CH:12]=[CH:13][CH:14]=1)=[N:30][CH2:29][CH:28]([C:25]1[CH:26]=[CH:27][C:22]([N+:19]([O-:21])=[O:20])=[CH:23][CH:24]=1)[O:31][N+:32]([O-:34])=[O:33])#[N:2] |f:1.2,3.4|. Procedure: Isopropyl N-cyano-3-pyridinecarboximidate (0.22 g, 1.2 mmol) was dissolved in methanol (10 ml), and 2-(4-nitrophenyl)-2-nitroxyethylamine nitrate (0.40 g, 1.4 mmol) and sodium methoxide (0.14 g, 2.6 mmol) were added. The mixture was stirred at room temperature for 17 hours. After the reaction was completed, the reaction solution was concentrated under reduced pressure. The residual concentrate was extracted with chlofororm (100 ml×3). The chloroform layer was washed with water (150 ml), dried ov... Starting materials: S1C(=CC2=C1C=CC=C2)C(=O)NC2=C(C(=O)N)C=CC=N2 (2-[(1-benzothien-2-ylcarbonyl)amino]nicotinamide), [OH-].[Na+] (NaOH). The solvent is C(C)O (ethanol). Yields the product S1C(=CC2=C1C=CC=C2)C=2N=C(C1=C(N2)N=CC=C1)O (2-(1-benzothien-2-yl)pyrido[2,3-d]pyrimidin-4-ol). Yield: 57.3%. As a reaction SMILES: [S:1]1[C:5]2[CH:6]=[CH:7][CH:8]=[CH:9][C:4]=2[CH:3]=[C:2]1[C:10]([NH:12][C:13]1[N:21]=[CH:20][CH:19]=[CH:18][C:14]=1[C:15]([NH2:17])=[O:16])=O.[OH-].[Na+]>C(O)C>[S:1]1[C:5]2[CH:6]=[CH:7][CH:8]=[CH:9][C:4]=2[CH:3]=[C:2]1[C:10]1[N:17]=[C:15]([OH:16])[C:14]2[CH:18]=[CH:19][CH:20]=[N:21][C:13]=2[N:12]=1 |f:1.2|. Reported procedure: To a solution of 2-[(1-benzothien-2-ylcarbonyl)amino]nicotinamide (0.3 g, 1.0 mmol) in ethanol (20 mL) was added NaOH (10 N, 0.3 mL, 3.0 mmol). The resulting solution was heated to reflux overnight. On cooling to rt the solvent was removed under reduced pressure. The residue was dissolved in excess of water and acidified with HCl. The resulting precipitate was filtered and washed with water to afford the product as yellow powder (0.16 g, 57%). HPLC/MS: (M+H)+ 280.0 m/z; Retention time (LC-MS)=2.... Reactants: FC1=C(C=C(C=C1)O)N1C(C2=C(C1=O)CCCC2)=O (N-(2-fluoro-5-hydroxyphenyl)-3,4,5,6-tetrahydrophthalimide), n-amyl chloroacetate, C([O-])([O-])=O.[K+].[K+] (potassium carbonate), C(C)#N (acetonitrile), resultant mixture. Run in CN(C=O)C (dimethylformamide), O (water). Reaction SMILES: [F:1][C:2]1[CH:7]=[CH:6][C:5]([OH:8])=[CH:4][C:3]=1[N:9]1[C:13](=[O:14])[C:12]2[CH2:15][CH2:16][CH2:17][CH2:18][C:11]=2[C:10]1=[O:19].[C:20](=O)([O-])[O-].[K+].[K+].[C:26](#N)[CH3:27]>CN(C)C=O.O>[F:1][C:2]1[CH:7]=[CH:6][C:5]([O:8][CH:26]([CH3:27])[CH3:20])=[CH:4][C:3]=1[N:9]1[C:13](=[O:14])[C:12]2[CH2:15][CH2:16][CH2:17][CH2:18][C:11]=2[C:10]1=[O:19] |f:1.2.3|. Reported procedure: N-(2-Fluoro-5-hydroxyphenyl)-3,4,5,6-tetrahydrophthalimide (VI) (9 g), n-amyl chloroacetate (8 g) and potassium carbonate (6.7 g) were dissolved in a mixture of acetonitrile (50 ml) and dimethylformamide (10 ml), and the resultant mixture was heated under reflux for 6 hours. After cooling, the reaction mixture was diluted with water and extracted with ethyl acetate. The solvent was removed under reduced pressure to give 12 g of N-(2-fluoro-5-n-amyloxycarbonylmethoxyphenyl)-3,4,5,6-tetrahydrophth... Yields the product FC1=C(C=C(C=C1)OC(C)C)N1C(C2=C(C1=O)CCCC2)=O (N-(2-Fluoro-5-isopropoxyphenyl)-3,4,5,6-tetrahydrophthalimide). Starting materials: N1(CCCC1)C1=CC=C(C=C1)C1=CC(C(C2=CC=CC=C12)=O)=NO (4-(4-pyrrolidinophenyl)-1,2-naphthoquinone-2-oxime), C(C(C)C)N1C(C(C2=CC=CC=C12)(C)C)=C (1-isobutyl-3,3-dimethyl-2-methyleneindoline), N1(CCCC1)C1=CC=C(C=C1)C1=CC(C(C2=CC=CC=C12)=O)=NO (4-(4-pyrrolidinophenyl)-1,2-naphthoquinone-2-oxime). Run in C(C)O (ethanol). Product: C(C(C)C)N1C2=CC=CC=C2C(C12C=NC1=C(O2)C2=CC=CC=C2C(=C1)C1=CC=C(C=C1)N1CCCC1)(C)C (1,3-Dihydro-1-isobutyl-3,3-dimethyl-6′-(4-pyrrolidinophenyl)spiro[2H-indole-2,2′[2H]naphth[1,2-b][1,4]oxazine]). Yield: 19.0%. Reaction SMILES: [N:1]1([C:6]2[CH:11]=[CH:10][C:9]([C:12]3[C:21]4[C:16](=[CH:17][CH:18]=[CH:19][CH:20]=4)[C:15](=[O:22])[C:14](=[N:23]O)[CH:13]=3)=[CH:8][CH:7]=2)[CH2:5][CH2:4][CH2:3][CH2:2]1.[CH2:25]([N:29]1[C:37]2[C:32](=[CH:33][CH:34]=[CH:35][CH:36]=2)[C:31]([CH3:39])([CH3:38])[C:30]1=[CH2:40])[CH:26]([CH3:28])[CH3:27]>C(O)C>[CH2:25]([N:29]1[C:30]2([O:22][C:15]3[C:16]4[C:21]([C:12]([C:9]5[CH:10]=[CH:11][C:6]([N:1]6[CH2:5][CH2:4][CH2:3][CH2:2]6)=[CH:7][CH:8]=5)=[CH:13][C:14]=3[N:23]=[CH:40]2)=[CH:20][CH:19]=[CH:18][CH:17]=4)[C:31]([CH3:39])([CH3:38])[C:32]2[C:37]1=[CH:36][CH:35]=[CH:34][CH:33]=2)[CH:26]([CH3:28])[CH3:27]. Reported procedure: A solution of 4-(4-pyrrolidinophenyl)-1,2-naphthoquinone-2-oxime (0.005 mol) and 1-isobutyl-3,3-dimethyl-2-methyleneindoline (0.005 mol) in anhydrous ethanol (70 cm3) was refluxed until examination of the reaction mixture by thin layer chromatography indicated that none of the 4-(4-pyrrolidinophenyl)-1,2-naphthoquinone-2-oxime remained. The mixture was cooled, reduced in volume and the precipitated product collected by vacuum filtration washed with a little cold ethanol and dried. Yield=19%, m.p... Starting materials: ClC=1C=C(C=CC1Cl)SCCCCOC=1C=C2C=CC(NC2=CC1)=O (6-[4-(3,4-dichloro-phenyl-mercapto)-butoxy]-carbostyril), OO (hydrogen peroxide). The product is ClC=1C=C(C=CC1Cl)S(=O)CCCCOC=1C=C2C=CC(NC2=CC1)=O (6-[4-(3,4-Dichlorophenyl-sulfinyl)-butoxy]-carbostyril). RXN SMILES: [Cl:1][C:2]1[CH:3]=[C:4]([S:9][CH2:10][CH2:11][CH2:12][CH2:13][O:14][C:15]2[CH:16]=[C:17]3[C:22](=[CH:23][CH:24]=2)[NH:21][C:20](=[O:25])[CH:19]=[CH:18]3)[CH:5]=[CH:6][C:7]=1[Cl:8].[OH:26]O>>[Cl:1][C:2]1[CH:3]=[C:4]([S:9]([CH2:10][CH2:11][CH2:12][CH2:13][O:14][C:15]2[CH:16]=[C:17]3[C:22](=[CH:23][CH:24]=2)[NH:21][C:20](=[O:25])[CH:19]=[CH:18]3)=[O:26])[CH:5]=[CH:6][C:7]=1[Cl:8]. Reported procedure: Prepared analogous to Example 123 from 6-[4-(3,4-dichloro-phenyl-mercapto)-butoxy]-carbostyril and hydrogen peroxide. Starting materials: C(C)NCC(C(F)(F)F)(O)CNC1=C2C=NN(C2=CC(=C1)C)C1=CC=CC=C1 (3-(Ethylamino)-1,1,1-trifluoro-2-{[(6-methyl-1-phenyl-1H-indazol-4-yl)amino]methyl}-2-propanol), C(CC)N (n-propylamine), CC=1C=C(C=2C=NN(C2C1)C1=CC=CC=C1)NCC1(OC1)C(F)(F)F (6-methyl-1-phenyl-N-{[2-(trifluoromethyl)-2-oxiranyl]methyl}-1H-indazol-4-amine). Yields the product FC(C(CNC1=C2C=NN(C2=CC(=C1)C)C1=CC=CC=C1)(O)CNCCC)(F)F (1,1,1-Trifluoro-3-[(6-methyl-1-phenyl-1H-indazol-4-yl)amino]-2-[(propylamino)methyl]-2-propanol). As a reaction SMILES: [CH2:1]([NH:3][CH2:4][C:5]([CH2:11][NH:12][C:13]1[CH:21]=[C:20]([CH3:22])[CH:19]=[C:18]2[C:14]=1[CH:15]=[N:16][N:17]2[C:23]1[CH:28]=[CH:27][CH:26]=[CH:25][CH:24]=1)([OH:10])[C:6]([F:9])([F:8])[F:7])[CH3:2].[CH2:29](N)CC.CC1C=C(NCC2(C(F)(F)F)CO2)C2C=NN(C3C=CC=CC=3)C=2C=1>>[F:7][C:6]([F:9])([F:8])[C:5]([CH2:4][NH:3][CH2:1][CH2:2][CH3:29])([OH:10])[CH2:11][NH:12][C:13]1[CH:21]=[C:20]([CH3:22])[CH:19]=[C:18]2[C:14]=1[CH:15]=[N:16][N:17]2[C:23]1[CH:24]=[CH:25][CH:26]=[CH:27][CH:28]=1. Procedure: Prepared similarly to Intermediate 18 from n-propylamine and 6-methyl-1-phenyl-N-{[2-(trifluoromethyl)-2-oxiranyl]methyl}-1H-indazol-4-amine. Reactants: C(C1=CC=CC=C1)N (Benzylamine), C1(CCC1)CC=O (cyclobutylacetaldehyde). Solvent: C(Cl)Cl (CH2Cl2). Reaction conditions: time 5.5 hour. Yields the product C1(CCC1)CC=NCC1=CC=CC=C1 (N-(2-cyclobutylethylidene)-1-phenylmethanamine). Isolated yield 105.8%. As a reaction SMILES: [CH2:1]([NH2:8])[C:2]1[CH:7]=[CH:6][CH:5]=[CH:4][CH:3]=1.[CH:9]1([CH2:13][CH:14]=O)[CH2:12][CH2:11][CH2:10]1>C(Cl)Cl>[CH:9]1([CH2:13][CH:14]=[N:8][CH2:1][C:2]2[CH:7]=[CH:6][CH:5]=[CH:4][CH:3]=2)[CH2:12][CH2:11][CH2:10]1. Procedure details: Benzylamine (2.95 g, 27.5 mmol) was added to a mixture of cyclobutylacetaldehyde (30.6 mmol) in CH2Cl2 (˜238 mL) and molecular sieves (5.0 g) and the mixture was stirred at room temperature for 5.5 hours. The mixture was filtered over Celite and the solvent was removed under vacuum to yield 5.45 g of crude N-(2-cyclobutylethylidene)-1-phenylmethanamine. Reactants: CC(C)(C)OC(=O)N1CC=C(c2cc3c(Nc4cccc(-c5ccc[nH]5)c4)ncnc3[nH]2)CC1, OB(O)c1ccsc1. Yields the product CC(C)(C)OC(=O)N1CC=C(c2cc3c(Nc4cccc(-c5ccsc5)c4)ncnc3[nH]2)CC1. RXN SMILES: [nH:1]1[cH:2][cH:3][cH:4][c:5]1-[c:6]1[cH:7][c:8]([NH:12][c:13]2[c:14]3[c:15]([n:16][cH:17][n:18]2)[nH:19][c:20]([C:22]2=[CH:27][CH2:26][N:25]([C:28](=[O:29])[O:30][C:31]([CH3:32])([CH3:33])[CH3:34])[CH2:24][CH2:23]2)[cH:21]3)[cH:9][cH:10][cH:11]1.[s:35]1[cH:36][c:37]([B:40]([OH:41])[OH:42])[cH:38][cH:39]1>>[c:6]1(-[c:37]2[cH:36][s:35][cH:39][cH:38]2)[cH:7][c:8]([NH:12][c:13]2[c:14]3[c:15]([n:16][cH:17][n:18]2)[nH:19][c:20]([C:22]2=[CH:27][CH2:26][N:25]([C:28](=[O:29])[O:30][C:31]([CH3:32])([CH3:33])[CH3:34])[CH2:24][CH2:23]2)[cH:21]3)[cH:9][cH:10][cH:11]1.